This data is from the Open Reaction Database (ORD), a public repository of structured organic reaction records. The task is: describe an organic reaction: reactants, conditions, products, and yield Starting materials: solution, [H-].[H-].[H-].[H-].[Li+].[Al+3] (LiAlH4), CCOCC (Et2O), FC1=CC=C(C=C1)CCC(=O)O (3-(4-fluorophenyl)propanoic acid). Run in C1CCOC1 (THF). Run at time 18 hour. Product: FC1=CC=C(C=C1)CCCO (3-(4-Fluorophenyl)propan-1-ol). Isolated yield 100.0%. Reaction SMILES: [F:1][C:2]1[CH:7]=[CH:6][C:5]([CH2:8][CH2:9][C:10](O)=[O:11])=[CH:4][CH:3]=1.[H-].[H-].[H-].[H-].[Li+].[Al+3].CCOCC>C1COCC1>[F:1][C:2]1[CH:3]=[CH:4][C:5]([CH2:8][CH2:9][CH2:10][OH:11])=[CH:6][CH:7]=1 |f:1.2.3.4.5.6|. Procedure details: To a THF (200 mL) solution containing 3-(4-fluorophenyl)propanoic acid (33.6 g, 0.2 mol) was added a 1.0 M solution of LiAlH4 in Et2O (200 mL, 0.2 mol) over a period of 0.5 h. The resulting mixture was allowed to stir at RT for 18 h. The reaction was slowly quenched with H2O and the aqueous layer extracted (1×) with Et2O. The combined organic extracts were dried over MgSO4 and concentrated in vacuo. The resulting oil was used in the next step without further purification. Isolated 31.4 g (0.2 mo...